From a dataset of the Open Reaction Database (ORD), a public repository of structured organic reaction records. describe an organic reaction: reactants, conditions, products, and yield Reactants: OC(CCCCCCCCCCC(=O)O)CCCCCC (12-hydroxystearic acid), C(CCCCCCCCCCCCCCCCC)N (stearylamine), C(CN)N (ethylenediamine). The product is C(CCCCCCCCCCCCCCCCC)C(C(=O)N)CCCCCCCCCC(CCCCCC)O (stearyl 12-hydroxystearamide). RXN SMILES: [OH:1][CH:2]([CH2:16][CH2:17][CH2:18][CH2:19][CH2:20][CH3:21])[CH2:3][CH2:4][CH2:5][CH2:6][CH2:7][CH2:8][CH2:9][CH2:10][CH2:11][CH2:12][C:13]([OH:15])=O.[CH2:22](N)[CH2:23][CH2:24][CH2:25][CH2:26][CH2:27][CH2:28][CH2:29][CH2:30][CH2:31][CH2:32][CH2:33][CH2:34][CH2:35][CH2:36][CH2:37][CH2:38][CH3:39].C(N)C[NH2:43]>>[CH2:39]([CH:12]([CH2:11][CH2:10][CH2:9][CH2:8][CH2:7][CH2:6][CH2:5][CH2:4][CH2:3][CH:2]([OH:1])[CH2:16][CH2:17][CH2:18][CH2:19][CH2:20][CH3:21])[C:13]([NH2:43])=[O:15])[CH2:38][CH2:37][CH2:36][CH2:35][CH2:34][CH2:33][CH2:32][CH2:31][CH2:30][CH2:29][CH2:28][CH2:27][CH2:26][CH2:25][CH2:24][CH2:23][CH3:22]. Procedure details: Heating 100 parts (0.33 equivalents) 12-hydroxystearic acid with 64.1 parts (0.23 equivalents) stearylamine and 3.0 parts ethylenediamine (0.1 equivalents) to 220° C. yielded an extended stearyl 12-hydroxystearamide as a hard, opaque wax having an acid number of 7. Treatment of the extended stearyl 12-hydroxystearamide with 36.0 parts (0.33 equivalents) isophorone diisocyanate at 150° C. provided isophorone diisocyanate-modified stearyl 12-hydroxystearamide as a translucent, hard, light-tan soli... Reactants: BrCCOC1OCCCC1 (2-(2-bromoethoxy)tetrahydro-2H-pyran), Cl.CC1=CN=CC2=CC=CC(=C12)N[C@@H]1CC[C@@H](CC1)N (cis-N-(4-methyl-5-isoquinolyl)-1,4-cyclohexanediamine hydrochloride). The product is Cl.CC1=CN=CC2=CC=CC(=C12)N[C@@H]1CC[C@@H](CC1)NCCO (Cis-N-(4-methyl-5-isoquinolyl)-N′-(2-hydroxyethyl)-1,4-cyclohexanediamine hydrochloride). Reaction SMILES: Br[CH2:2][CH2:3][O:4]C1CCCCO1.[ClH:11].[CH3:12][C:13]1[C:22]2[C:17](=[CH:18][CH:19]=[CH:20][C:21]=2[NH:23][C@H:24]2[CH2:29][CH2:28][C@@H:27]([NH2:30])[CH2:26][CH2:25]2)[CH:16]=[N:15][CH:14]=1>>[ClH:11].[CH3:12][C:13]1[C:22]2[C:17](=[CH:18][CH:19]=[CH:20][C:21]=2[NH:23][C@H:24]2[CH2:29][CH2:28][C@@H:27]([NH:30][CH2:2][CH2:3][OH:4])[CH2:26][CH2:25]2)[CH:16]=[N:15][CH:14]=1 |f:1.2,3.4|. Reported procedure: According to the method of Example 144, an alkylation reaction with 2-(2-bromoethoxy)tetrahydro-2H-pyran and a deprotection reaction were performed by using the compound of Example 120 to obtain the title compound. Starting materials: Cc1cc(-c2ccc3nnc(CNC(=O)OC(C)(C)C)n3n2)sn1, ClCCl, O=C(O)C(F)(F)F. Yields the product Cc1cc(-c2ccc3nnc(CN)n3n2)sn1. RXN SMILES: [CH3:8][c:9]1[n:10][s:11][c:12](-[c:14]2[cH:15][cH:16][c:17]3[n:18]([n:19]2)[c:20]([CH2:23][NH:24][C:25](=[O:26])[O:27][C:28]([CH3:29])([CH3:30])[CH3:31])[n:21][n:22]3)[cH:13]1.[Cl:32][CH2:33][Cl:34].[OH:1][C:2]([C:3]([F:4])([F:5])[F:6])=[O:7]>>[CH3:8][c:9]1[n:10][s:11][c:12](-[c:14]2[cH:15][cH:16][c:17]3[n:18]([n:19]2)[c:20]([CH2:23][NH2:24])[n:21][n:22]3)[cH:13]1. Reactants: thiolate, BrCCCBr (1,3-dibromopropane), ClC1=C(SC=C1C(N(C)C)=O)CC(=O)[O-] (3-chloro-4-dimethylcarbamoyl-thiophenylacetate), C[O-].[Na+] (NaOMe), C[O-].[Na+].CO (NaOMe MeOH), C(N)([O-])=O (carbamate). Solvent: CO (methanol), CO (methanol), CO (methanol). Conditions: time 30 minute. Product: ClC=1C=C(C=CC1SCCCBr)CC(=O)OC (methyl 3-chloro-4-(3-bromopropylthio)-phenylacetate). Yield: 48.0%. As a reaction SMILES: [Cl:1][C:2]1[C:6]([C:7](=O)N(C)C)=[CH:5][S:4][C:3]=1[CH2:12][C:13]([O-])=O.[CH3:16][O-:17].[Na+].[C:19](=O)([O-])N.[CH3:23][O-:24].[Na+].CO.[Br:28][CH2:29][CH2:30]CBr>CO>[Cl:1][C:2]1[CH:6]=[C:7]([CH2:19][C:16]([O:24][CH3:23])=[O:17])[CH:13]=[CH:12][C:3]=1[S:4][CH2:5][CH2:30][CH2:29][Br:28] |f:1.2,4.5.6|. Procedure: To a solution of 3-chloro-4-dimethylcarbamoyl-thiophenylacetate (85 g, 0.295 mol) in methanol (250 mL) was added 25% NaOMe in methanol (74 mL, 0.34 mol). The reaction was heated to reflux for 2 h. TLC analysis shows residual starting carbamate. Additional NaOMe/MeOH (10 mL) was added and the mixture stirred an additional 30 min at reflux. After cooling to ambient temperature, the thiolate solution was added dropwise to a solution of 1,3-dibromopropane (120 mL, 1.18 mol) in methanol (250 mL). The...